Dataset: the Open Reaction Database (ORD), a public repository of structured organic reaction records. Task: describe an organic reaction: reactants, conditions, products, and yield Reactants: ice water, Cl.Cl.CC=1C=C(C=CC1)N1CCNCC1 (1-(3-methylphenyl)piperazine dihydrochloride), C([O-])([O-])=O.[Na+].[Na+] (sodium carbonate), BrC=1N=NC(=CC1)Br (3,6-dibromopyridazine). The solvent is CN(C=O)C (N,N-dimethylformamide). Run at temperature 65 celsius, time 1 hour. The product is BrC=1N=NC(=CC1)N1CCN(CC1)C1=CC(=CC=C1)C (3-bromo-6-[4-(3-methylphenyl)-1-piperazinyl]pyridazine). Yield: 61.5%. As a reaction SMILES: Cl.Cl.[CH3:3][C:4]1[CH:5]=[C:6]([N:10]2[CH2:15][CH2:14][NH:13][CH2:12][CH2:11]2)[CH:7]=[CH:8][CH:9]=1.C(=O)([O-])[O-].[Na+].[Na+].[Br:22][C:23]1[N:24]=[N:25][C:26](Br)=[CH:27][CH:28]=1>CN(C)C=O>[Br:22][C:23]1[N:24]=[N:25][C:26]([N:13]2[CH2:14][CH2:15][N:10]([C:6]3[CH:7]=[CH:8][CH:9]=[C:4]([CH3:3])[CH:5]=3)[CH2:11][CH2:12]2)=[CH:27][CH:28]=1 |f:0.1.2,3.4.5|. Reported procedure: A mixture of 5 parts of 1-(3-methylphenyl)piperazine dihydrochloride, 10.6 parts of sodium carbonate and 180 parts of N,N-dimethylformamide was stirred for 1 hour at 65° C. Then there were added 7.2 parts of 3,6-dibromopyridazine and the whole was stirred overnight at about 65° C. The reaction mixture was poured into ice water. The product was filtered off and dissolved in dichloromethane. The solution was washed twice with water, dried, filtered and evaporated. The residue was crystallized from... The reactants are [OH-].[Na+] (sodium hydroxide), C(CCC)OC=1C=CC(=C(C(=O)OCC)C1)OCC(F)(F)F (ethyl 5-butoxy-2-(2,2,2-trifluoroethoxy)benzoate), C(C)O (ethanol). Solvent: O (water). Yields the product C(CCC)OC=1C=CC(=C(C(=O)O)C1)OCC(F)(F)F (5-butoxy-2-(2,2,2-trifluoroethoxy)benzoic acid). Isolated yield 77.3%. Reaction SMILES: [OH-].[Na+].[CH2:3]([O:7][C:8]1[CH:9]=[CH:10][C:11]([O:19][CH2:20][C:21]([F:24])([F:23])[F:22])=[C:12]([CH:18]=1)[C:13]([O:15]CC)=[O:14])[CH2:4][CH2:5][CH3:6].C(O)C>O>[CH2:3]([O:7][C:8]1[CH:9]=[CH:10][C:11]([O:19][CH2:20][C:21]([F:22])([F:23])[F:24])=[C:12]([CH:18]=1)[C:13]([OH:15])=[O:14])[CH2:4][CH2:5][CH3:6] |f:0.1|. Reported procedure: A solution of 2.5 g (0.062 mole) of sodium hydroxide in 60 ml of water was combined with 9.9 g (0.031 mole) of ethyl 5-butoxy-2-(2,2,2-trifluoroethoxy)benzoate and 50 ml of ethanol. The reaction mixture was heated at reflux for about sixteen hours then concentrated to remove most of the ethanol, diluted with water and acidified with 10% hydrochloric acid. The resulting solid was collected then recrystallized from a mixture of ethanol and water to provide 7.0 g of white crystalline 5-butoxy-2-(2,... Reactants: ClC1=CC(=NC(=N1)OC)NN ((6-chloro-2-methoxy-pyrimidin-4-yl)hydrazine), CC(=O)C1=CC=C(C=C1)N(C)C (4-dimethylaminoacetophenone). Solvent: C(C)O (ethanol). Product: ClC1=CC(=NC(=N1)OC)NN=C(C)C1=CC=C(C=C1)N(C)C ((4-{1-[(6-Chloro-2-methoxy-pyrimidin-4-yl)hydrazono]-ethyl}-phenyl)-dimethylamine). Reaction SMILES: [Cl:1][C:2]1[N:7]=[C:6]([O:8][CH3:9])[N:5]=[C:4]([NH:10][NH2:11])[CH:3]=1.[CH3:12][C:13]([C:15]1[CH:20]=[CH:19][C:18]([N:21]([CH3:23])[CH3:22])=[CH:17][CH:16]=1)=O>C(O)C>[Cl:1][C:2]1[N:7]=[C:6]([O:8][CH3:9])[N:5]=[C:4]([NH:10][N:11]=[C:13]([C:15]2[CH:20]=[CH:19][C:18]([N:21]([CH3:23])[CH3:22])=[CH:17][CH:16]=2)[CH3:12])[CH:3]=1. Procedure details: The title compound was prepared from (6-chloro-2-methoxy-pyrimidin-4-yl)hydrazine (414 mg, 2.4 mmol) and 4-dimethylaminoacetophenone (387 mg, 2.4 mmol) in ethanol (10 mL) by a procedure similar to Example 1, step 4 yielding 305 mg (40%). Starting materials: Br (hydrobromic acid), C1(=CC=CC=C1)O (phenol), COC=1C=C2CN(CC2=CC1OC)S(=O)(=O)C1=CC=C(C=C1)C (5,6-dimethoxy-2-p-tolylsulfonylisoindoline). Run in C(CC)(=O)O (propionic acid). Yields the product Br.OC=1C=C2CNCC2=CC1O (5,6-dihydroxyisoindoline hydrobromide). The yield is 61.4%. Reaction SMILES: [BrH:1].C1(O)C=CC=CC=1.C[O:10][C:11]1[CH:12]=[C:13]2[C:17](=[CH:18][C:19]=1[O:20]C)[CH2:16][N:15](S(C1C=CC(C)=CC=1)(=O)=O)[CH2:14]2>C(O)(=O)CC>[BrH:1].[OH:10][C:11]1[CH:12]=[C:13]2[C:17](=[CH:18][C:19]=1[OH:20])[CH2:16][NH:15][CH2:14]2 |f:4.5|. Reported procedure: 360 ml of 47% hydrobromic acid, 45 m1 of phenol and 60 ml of propionic acid were added to 60 g (0.18 mol) of 5,6-dimethoxy-2-p-tolylsulfonylisoindoline, and the mixture was refluxed for 4 hours under vigorous stirring under a nitrogen atmosphere. The reaction solution was evaporated under reduced pressure to dryness, and 120 ml of 47% hydrobromic acid was added to the residue. The mixture was again refluxed under a nitrogen atmosphere for 3 hours. The reaction solution was cooled, and then 300 m... Starting materials: [Li]C(C)(C)C, CCOC(OCC)c1cccc2c1Sc1ccccc1N2C, CN(C)CCN(C)C, CCOCC, CCOC(C)=O, O=CN1CCCCC1, Cl. Yields the product CCOC(OCC)c1cccc2c1Sc1c(C=O)cccc1N2C. Reaction SMILES: [C:1]([Li:2])([CH3:3])([CH3:4])[CH3:5].[CH2:6]([CH3:7])[O:8][CH:9]([c:10]1[cH:11][cH:12][cH:13][c:14]2[c:23]1[S:22][c:21]1[c:16]([cH:17][cH:18][cH:19][cH:20]1)[N:15]2[CH3:24])[O:25][CH2:26][CH3:27].[CH3:28][N:29]([CH2:30][CH2:31][N:32]([CH3:33])[CH3:34])[CH3:35].[CH3:45][CH2:46][O:47][CH2:48][CH3:49].[CH3:50][CH2:51][O:52][C:53](=[O:54])[CH3:55].[CH:36](=[O:37])[N:38]1[CH2:39][CH2:40][CH2:41][CH2:42][CH2:43]1.[ClH:44]>>[CH2:6]([CH3:7])[O:8][CH:9]([c:10]1[cH:11][cH:12][cH:13][c:14]2[c:23]1[S:22][c:21]1[c:16]([cH:17][cH:18][cH:19][c:20]1[CH:36]=[O:37])[N:15]2[CH3:24])[O:25][CH2:26][CH3:27]. The reactants are CC#N, Cc1ccccc1, CC(Cl)=Cc1cc(C)nc(Nc2ccccc2)n1, [Na+], [OH-], O. Yields the product CC#Cc1cc(C)nc(Nc2ccccc2)n1. RXN SMILES: [CH3:21][C:22]#[N:23].[CH3:24][c:25]1[cH:26][cH:27][cH:28][cH:29][cH:30]1.[NH:1]([c:2]1[cH:3][cH:4][cH:5][cH:6][cH:7]1)[c:8]1[n:9][c:10]([CH:15]=[C:16]([CH3:17])[Cl:18])[cH:11][c:12]([CH3:14])[n:13]1.[Na+:20].[OH-:19].[OH2:31]>>[NH:1]([c:2]1[cH:3][cH:4][cH:5][cH:6][cH:7]1)[c:8]1[n:9][c:10]([C:15]#[C:16][CH3:17])[cH:11][c:12]([CH3:14])[n:13]1. The product is CC1(CC(NC2=CC=C(C=C12)C(F)(F)F)C1=C(C=CC=C1)NS(=O)(=O)C1=CC=CC=C1)C (N-[2-(4,4-dimethyl-6-trifluoromethyl-1,2,3,4-tetrahydro-quinolin-2-yl)-phenyl]-benzenesulfonamide). Reactants: CC1(CC(NC2=CC=C(C=C12)C(F)(F)F)C1=C(N)C=CC=C1)C (2-(4,4-dimethyl-6-(trifluoromethyl)-1,2,3,4-tetrahydroquinolin-2-yl)aniline), N1=CC=CC=C1 (pyridine), C1(=CC=CC=C1)S(=O)(=O)Cl (benzenesulfonyl chloride). Conditions: time 3 hour. The solvent is O (water). RXN SMILES: [CH3:1][C:2]1([CH3:23])[C:11]2[C:6](=[CH:7][CH:8]=[C:9]([C:12]([F:15])([F:14])[F:13])[CH:10]=2)[NH:5][CH:4]([C:16]2[CH:22]=[CH:21][CH:20]=[CH:19][C:17]=2[NH2:18])[CH2:3]1.N1C=CC=CC=1.[C:30]1([S:36](Cl)(=[O:38])=[O:37])[CH:35]=[CH:34][CH:33]=[CH:32][CH:31]=1>O>[CH3:1][C:2]1([CH3:23])[C:11]2[C:6](=[CH:7][CH:8]=[C:9]([C:12]([F:13])([F:15])[F:14])[CH:10]=2)[NH:5][CH:4]([C:16]2[CH:22]=[CH:21][CH:20]=[CH:19][C:17]=2[NH:18][S:36]([C:30]2[CH:35]=[CH:34][CH:33]=[CH:32][CH:31]=2)(=[O:38])=[O:37])[CH2:3]1. Reported procedure: To a solution of 2-(4,4-dimethyl-6-(trifluoromethyl)-1,2,3,4-tetrahydroquinolin-2-yl)aniline (150 mg) and pyridine (3 mL) was added benzenesulfonyl chloride (60 μL) at ice-bath under nitrogen. After addition, the resulting mixture was stirred at room temperature for 3 h. The reaction mixture was diluted with water, and extracted with ethyl acetate. The combined organic layer was dried over anhydrous sodium sulfate, concentrated. The residue was purified by HPLC to give N-[2-(4,4-dimethyl-6-trifl... Reactants: CC(C)N1CCC(Oc2ccc3c(c2)cc2n3C(C)CNC2=O)CC1, [H-], [Na+], O=S(=O)(Cl)c1ccccc1. Product: CC(C)N1CCC(Oc2ccc3c(c2)cc2n3C(C)CN(S(=O)(=O)c3ccccc3)C2=O)CC1. As a reaction SMILES: [CH:1]([CH3:2])([CH3:3])[N:4]1[CH2:5][CH2:6][CH:7]([O:10][c:11]2[cH:12][c:13]3[cH:14][c:15]4[n:16]([c:17]3[cH:18][cH:19]2)[CH:20]([CH3:25])[CH2:21][NH:22][C:23]4=[O:24])[CH2:8][CH2:9]1.[H-:26].[Na+:27].[c:28]1([S:34](=[O:35])(=[O:36])[Cl:37])[cH:29][cH:30][cH:31][cH:32][cH:33]1>>[CH:1]([CH3:2])([CH3:3])[N:4]1[CH2:5][CH2:6][CH:7]([O:10][c:11]2[cH:12][c:13]3[cH:14][c:15]4[n:16]([c:17]3[cH:18][cH:19]2)[CH:20]([CH3:25])[CH2:21][N:22]([S:34]([c:28]2[cH:29][cH:30][cH:31][cH:32][cH:33]2)(=[O:35])=[O:36])[C:23]4=[O:24])[CH2:8][CH2:9]1.